From a dataset of the Open Reaction Database (ORD), a public repository of structured organic reaction records. describe an organic reaction: reactants, conditions, products, and yield Reactants: CS(=O)(=O)c1nccc(Oc2ccc(NC(=O)c3cc(F)cc(N4CCOCC4)c3)c3ccccc23)n1, NCCN1CCCC1. Yields the product O=C(Nc1ccc(Oc2ccnc(NCCN3CCCC3)n2)c2ccccc12)c1cc(F)cc(N2CCOCC2)c1. As a reaction SMILES: [F:1][c:2]1[cH:3][c:4]([C:5](=[O:6])[NH:7][c:8]2[cH:9][cH:10][c:11]([O:18][c:19]3[n:20][c:21]([S:25]([CH3:26])(=[O:27])=[O:28])[n:22][cH:23][cH:24]3)[c:12]3[cH:13][cH:14][cH:15][cH:16][c:17]23)[cH:29][c:30]([N:32]2[CH2:33][CH2:34][O:35][CH2:36][CH2:37]2)[cH:31]1.[N:38]1([CH2:43][CH2:44][NH2:45])[CH2:39][CH2:40][CH2:41][CH2:42]1>>[F:1][c:2]1[cH:3][c:4]([C:5](=[O:6])[NH:7][c:8]2[cH:9][cH:10][c:11]([O:18][c:19]3[n:20][c:21]([NH:45][CH2:44][CH2:43][N:38]4[CH2:39][CH2:40][CH2:41][CH2:42]4)[n:22][cH:23][cH:24]3)[c:12]3[cH:13][cH:14][cH:15][cH:16][c:17]23)[cH:29][c:30]([N:32]2[CH2:33][CH2:34][O:35][CH2:36][CH2:37]2)[cH:31]1.